Dataset: the Open Reaction Database (ORD), a public repository of structured organic reaction records. Task: describe an organic reaction: reactants, conditions, products, and yield Reactants: CN1C(=CC=C1)C(C(C#N)C(=O)OCC)=O (1-methyl-β-oxo-α-ethoxycarbonyl-2-pyrrolpropionitrile), C1=CC(=CC=C1N)O (p-aminophenol). Run in C=1(C(=CC=CC1)C)C (xylene). Product: CN1C(=CC=C1)C(C(C#N)C(NC1=CC=C(C=C1)O)=O)=O (1-methyl-β-oxo-α-(p-hydroxyphenylcarbamoyl)-2-pyrrolpropionitrile). As a reaction SMILES: [CH3:1][N:2]1[CH:6]=[CH:5][CH:4]=[C:3]1[C:7](=[O:16])[CH:8]([C:11]([O:13]CC)=O)[C:9]#[N:10].[CH:17]1[C:22]([NH2:23])=[CH:21][CH:20]=[C:19]([OH:24])[CH:18]=1>C1(C)C(C)=CC=CC=1>[CH3:1][N:2]1[CH:6]=[CH:5][CH:4]=[C:3]1[C:7](=[O:16])[CH:8]([C:11](=[O:13])[NH:23][C:22]1[CH:17]=[CH:18][C:19]([OH:24])=[CH:20][CH:21]=1)[C:9]#[N:10]. Reported procedure: The mixture of 5.7 g of 1-methyl-β-oxo-α-ethoxycarbonyl-2-pyrrolpropionitrile, 3,6 g of p-aminophenol and 300 ml of xylene is refluxed for 2 hours and filtered hot. The filtrate is chilled, the crystals formed collected and recrystallized from methanol, to yield the 1-methyl-β-oxo-α-(p-hydroxyphenylcarbamoyl)-2-pyrrolpropionitrile melting at 182°-184°.